From a dataset of the Open Reaction Database (ORD), a public repository of structured organic reaction records. describe an organic reaction: reactants, conditions, products, and yield Reactants: C#CCO[Si](C)(C)C(C)(C)C, C1CCOC1, [Li]CCCC, CC(=O)OC(C)=O. Yields the product CC(=O)C#CCO[Si](C)(C)C(C)(C)C. As a reaction SMILES: [C:1]([CH3:2])([CH3:3])([CH3:4])[Si:5]([O:6][CH2:7][C:8]#[CH:9])([CH3:10])[CH3:11].[CH2:24]1[O:25][CH2:26][CH2:27][CH2:28]1.[CH3:12][CH2:13][CH2:14][CH2:15][Li:16].[CH3:17][C:18](=[O:19])[O:20][C:21](=[O:22])[CH3:23]>>[C:1]([CH3:2])([CH3:3])([CH3:4])[Si:5]([O:6][CH2:7][C:8]#[C:9][C:18]([CH3:17])=[O:19])([CH3:10])[CH3:11]. Reactants: ClC=1C=CC2=C(C(=NCC3N2C[N+](=C3)[O-])C3=C(C=CC=C3)F)C1 (8-chloro-6-(2-fluorophenyl)-3a,4-dihydro-1H-imidazo[1,5-a][1,4]benzodiazepine 2-oxide), CC(C)([O-])C.[K+] (potassium t-butoxide). Run in CO (methanol). The product is ClC=1C=CC2=C(C(=NCC=3N2C=NC3)C3=C(C=CC=C3)F)C1 (8-Chloro-6-(2-fluorophenyl)-4H-imidazo[1,5-a][1,4]benzodiazepine). Reaction SMILES: [Cl:1][C:2]1[CH:3]=[CH:4][C:5]2[N:11]3[CH2:12][N+:13]([O-])=[CH:14][CH:10]3[CH2:9][N:8]=[C:7]([C:16]3[CH:21]=[CH:20][CH:19]=[CH:18][C:17]=3[F:22])[C:6]=2[CH:23]=1.CC(C)([O-])C.[K+]>CO>[Cl:1][C:2]1[CH:3]=[CH:4][C:5]2[N:11]3[CH:12]=[N:13][CH:14]=[C:10]3[CH2:9][N:8]=[C:7]([C:16]3[CH:21]=[CH:20][CH:19]=[CH:18][C:17]=3[F:22])[C:6]=2[CH:23]=1 |f:1.2|. Procedure: A solution of 50 mg of 8-chloro-6-(2-fluorophenyl)-3a,4-dihydro-1H-imidazo[1,5-a][1,4]benzodiazepine 2-oxide in 3 ml of methanol containing 25 mg of potassium t-butoxide was heated to reflux for 10 min. The mixture was evaporated partially and the residue was partitioned between methylene chloride and sodium bicarbonate solution. The organic phase was dried and evaporated. Crystallization of the residue from ether yielded product with mp 148°-151° C. Reactants: O=C(NC1=C(F)C(F)=C(C(F)=C1F)C(F)(F)F)C23COC(C=4C=CC=C(OC)C4)(CC2)CC3. Reagents/catalysts: O=C(O)C, [K].O=C(O)O, [B-](F)(F)(F)F.CC[N+](CC)(CC)CC, O1B(OC(C)(C)C1(C)C)B2OC(C)(C)C(O2)(C)C, N=1C(OC)=CC(OC)=C2C=CC=CC12, [Pd].O=C(O)C. The solvent is N#CC. Run at temperature 80 celsius, time 15 hour. The product is O=C(NC1=C(F)C(F)=C(C(F)=C1F)C(F)(F)F)C23COC(C=4C=CC=C(OC)C4)(CC2)CC3B5OC(C)(C)C(O5)(C)C, O=C(NC1=C(F)C(F)=C(C(F)=C1F)C(F)(F)F)C23COC(C=4C=CC=C(OC)C4)(CC2)CC3B5OC(C)(C)C(O5)(C)C. Isolated yield 30.0%. Starting materials: FC1=C(CN2N=C(C3=CC=CC=C23)C2=NC=C(C(=N2)NC2=CC=NC=C2)O)C=CC=C1 (2-[1-(2-fluorobenzyl)-1H-indazol-3-yl]-4-(pyridin-4-ylamino)pyrimidin-5-ol), BrCC(CO)O (3-bromo-propane-1,2-diol), C([O-])([O-])=O.[K+].[K+] (potassium carbonate). Solvent: CN(C)C=O (DMF). Reaction conditions: temperature 100 celsius, time 18 hour. Yields the product FC1=C(CN2N=C(C3=CC=CC=C23)C2=NC=C(C(=N2)NC2=CC=NC=C2)OCC(CO)O)C=CC=C1 (3-({2-[1-(2-fluorobenzyl)-1H-indazol-3-yl]-4-(pyridin-4-ylamino)-pyrimidin-5-yl}oxy)propane-1,2-diol). Reaction SMILES: [F:1][C:2]1[CH:31]=[CH:30][CH:29]=[CH:28][C:3]=1[CH2:4][N:5]1[C:13]2[C:8](=[CH:9][CH:10]=[CH:11][CH:12]=2)[C:7]([C:14]2[N:19]=[C:18]([NH:20][C:21]3[CH:26]=[CH:25][N:24]=[CH:23][CH:22]=3)[C:17]([OH:27])=[CH:16][N:15]=2)=[N:6]1.Br[CH2:33][CH:34]([OH:37])[CH2:35][OH:36].C(=O)([O-])[O-].[K+].[K+]>CN(C=O)C>[F:1][C:2]1[CH:31]=[CH:30][CH:29]=[CH:28][C:3]=1[CH2:4][N:5]1[C:13]2[C:8](=[CH:9][CH:10]=[CH:11][CH:12]=2)[C:7]([C:14]2[N:19]=[C:18]([NH:20][C:21]3[CH:26]=[CH:25][N:24]=[CH:23][CH:22]=3)[C:17]([O:27][CH2:33][CH:34]([OH:37])[CH2:35][OH:36])=[CH:16][N:15]=2)=[N:6]1 |f:2.3.4|. Reported procedure: 25.0 mg of 2-[1-(2-fluorobenzyl)-1H-indazol-3-yl]-4-(pyridin-4-ylamino)pyrimidin-5-ol (3-3, 0.06 mmol, 1 eq.), 28.2 mg of 3-bromo-propane-1,2-diol (0.18 mmol, 3 eq.) and 41.9 mg of potassium carbonate (0.30 mmol, 5 eq.) were suspended in 466 μl of dry DMF. The reaction mixture was stirred at 100° C. oil bath temperature for 18 hours. Then the mixture was partitioned between half saturated aq. sodium chloride solution and ethyl acetate. The phases were separated and the aqueous layer was extracte... Starting materials: CC=1NC=CN1 (2-methylimidazole), ClC=1N=C(C2=C(N1)SC(=C2Cl)C)NCC2=CC(=C(C=C2)Cl)Cl (2,5-dichloro-6-methyl-4-(3,4-dichlorobenzylamino)-thieno-[2,3-d]-pyrimidine). Product: CC=1N(C=CN1)C=1N=C(C2=C(N1)SC(=C2Cl)C)NCC2=CC(=C(C=C2)Cl)Cl (2-(2-methylimidazol-1-yl)-5-chloro-6-methyl-4-(3,4-dichlorobenzylamino)-thieno-[2,3-d]-pyrimidine). RXN SMILES: [CH3:1][C:2]1[NH:3][CH:4]=[CH:5][N:6]=1.Cl[C:8]1[N:9]=[C:10]([NH:19][CH2:20][C:21]2[CH:26]=[CH:25][C:24]([Cl:27])=[C:23]([Cl:28])[CH:22]=2)[C:11]2[C:16]([Cl:17])=[C:15]([CH3:18])[S:14][C:12]=2[N:13]=1>>[CH3:1][C:2]1[N:3]([C:8]2[N:9]=[C:10]([NH:19][CH2:20][C:21]3[CH:26]=[CH:25][C:24]([Cl:27])=[C:23]([Cl:28])[CH:22]=3)[C:11]3[C:16]([Cl:17])=[C:15]([CH3:18])[S:14][C:12]=3[N:13]=2)[CH:4]=[CH:5][N:6]=1. Reported procedure: Following the procedure of Example 97, the reaction of 2-methylimidazole with 2,5-dichloro-6-methyl-4-(3,4-dichlorobenzylamino)-thieno-[2,3-d]-pyrimidine gives 2-(2-methylimidazol-1-yl)-5-chloro-6-methyl-4-(3,4-dichlorobenzylamino)-thieno-[2,3-d]-pyrimidine. Reactants: CCC(O)(CC)CCCO, COC(=O)CCC1CC2C=CC1C2. The product is CCC(O)(CC)CCCOC(=O)CCC1CC2C=CC1C2. As a reaction SMILES: [CH2:1]([CH3:2])[C:3]([CH2:4][CH2:5][CH2:6][OH:7])([CH2:8][CH3:9])[OH:10].[CH:11]12[CH:12]([CH2:18][CH2:19][C:20](=[O:21])[O:22][CH3:23])[CH2:13][CH:14]([CH:15]=[CH:16]1)[CH2:17]2>>[CH2:1]([CH3:2])[C:3]([CH2:4][CH2:5][CH2:6][O:7][C:20]([CH2:19][CH2:18][CH:12]1[CH:11]2[CH:16]=[CH:15][CH:14]([CH2:13]1)[CH2:17]2)=[O:21])([CH2:8][CH3:9])[OH:10].